describe an organic reaction: reactants, conditions, products, and yield From a dataset of the Open Reaction Database (ORD), a public repository of structured organic reaction records. The reactants are ClC=1N=C(C2=C(N1)C(=NC=N2)SCC2=CC(=CC=C2)F)N2CCS(CC2)=O (2-chloro-8-(3-fluorobenzyl-thio)-4-(1-oxido-thiomorpholino)-pyrimido-[5,4-d]-pyrimidine), N1CCNCC1 (piperazine). The product is FC=1C=C(CSC2=NC=NC3=C2N=C(N=C3N3CCS(CC3)=O)N3CCNCC3)C=CC1 (8-(3-Fluorobenzyl-thio)-4-(1-oxido-thiomorpholino)-2-piperazino-pyrimido-[5,4-d]-pyrimidine). Reaction SMILES: Cl[C:2]1[N:3]=[C:4]([N:21]2[CH2:26][CH2:25][S:24](=[O:27])[CH2:23][CH2:22]2)[C:5]2[N:11]=[CH:10][N:9]=[C:8]([S:12][CH2:13][C:14]3[CH:19]=[CH:18][CH:17]=[C:16]([F:20])[CH:15]=3)[C:6]=2[N:7]=1.[NH:28]1[CH2:33][CH2:32][NH:31][CH2:30][CH2:29]1>>[F:20][C:16]1[CH:15]=[C:14]([CH:19]=[CH:18][CH:17]=1)[CH2:13][S:12][C:8]1[C:6]2[N:7]=[C:2]([N:28]3[CH2:33][CH2:32][NH:31][CH2:30][CH2:29]3)[N:3]=[C:4]([N:21]3[CH2:26][CH2:25][S:24](=[O:27])[CH2:23][CH2:22]3)[C:5]=2[N:11]=[CH:10][N:9]=1. Procedure: This compound was prepared analogous to Example 1 from 2-chloro-8-(3-fluorobenzyl-thio)-4-(1-oxido-thiomorpholino)-pyrimido-[5,4-d]-pyrimidine (m.p.: 205°-207° C.) and piperazine. The reactants are D4, FC=1C=C(C=O)C=CC1F (3,4-difluorobenzaldehyde), ClC1=NC=CC(=C1)O (2-chloropyridin-4-ol). Yields the product ClC1=NC=CC(=C1)OC1=C(C=C(C=O)C=C1)F (4-((2-chloropyridin-4-yl)oxy)-3-fluorobenzaldehyde). Reaction SMILES: [F:1][C:2]1[CH:3]=[C:4]([CH:7]=[CH:8][C:9]=1F)[CH:5]=[O:6].[Cl:11][C:12]1[CH:17]=[C:16]([OH:18])[CH:15]=[CH:14][N:13]=1>>[Cl:11][C:12]1[CH:17]=[C:16]([O:18][C:9]2[CH:8]=[CH:7][C:4]([CH:5]=[O:6])=[CH:3][C:2]=2[F:1])[CH:15]=[CH:14][N:13]=1. Procedure details: The title compound was prepared by a procedure similar to that described for D4 starting from 3,4-difluorobenzaldehyde and 2-chloropyridin-4-ol. Reactants: [Ca+2], O=C(Cl)OCCCl, COc1c(N)cc(Cl)c(OC)c1[N+](=O)[O-], O=C([O-])[O-], C1COCCO1. Product: COc1c(Cl)cc(NC(=O)OCCCl)c(OC)c1[N+](=O)[O-]. RXN SMILES: [Ca+2:16].[Cl:21][C:22](=[O:23])[O:24][CH2:25][CH2:26][Cl:27].[NH2:1][c:2]1[c:3]([O:14][CH3:15])[c:4]([N+:11](=[O:12])[O-:13])[c:5]([O:9][CH3:10])[c:6]([Cl:8])[cH:7]1.[O-:17][C:18](=[O:19])[O-:20].[O:28]1[CH2:29][CH2:30][O:31][CH2:32][CH2:33]1>>[NH:1]([c:2]1[c:3]([O:14][CH3:15])[c:4]([N+:11](=[O:12])[O-:13])[c:5]([O:9][CH3:10])[c:6]([Cl:8])[cH:7]1)[C:22](=[O:23])[O:24][CH2:25][CH2:26][Cl:27].